From a dataset of the Open Reaction Database (ORD), a public repository of structured organic reaction records. describe an organic reaction: reactants, conditions, products, and yield The reactants are C1CCOC1, CO, O=C1NC(=O)c2ccccc21, CCOC(=O)N=NC(=O)OCC, CC(C)(C)OC(=O)NC(CO)C(C)(C)c1ccccc1, c1ccc(P(c2ccccc2)c2ccccc2)cc1. Yields the product CC(C)(C)OC(=O)NC(CN1C(=O)c2ccccc2C1=O)C(C)(C)c1ccccc1. RXN SMILES: [CH2:63]1[O:64][CH2:65][CH2:66][CH2:67]1.[CH3:68][OH:69].[O:40]=[C:41]1[NH:42][C:43](=[O:44])[c:45]2[cH:46][cH:47][cH:48][cH:49][c:50]21.[O:51]=[C:52]([O:53][CH2:54][CH3:55])[N:56]=[N:57][C:58]([O:59][CH2:60][CH3:61])=[O:62].[OH:1][CH2:2][CH:3]([C:4]([CH3:5])([c:6]1[cH:7][cH:8][cH:9][cH:10][cH:11]1)[CH3:12])[NH:13][C:14]([O:15][C:16]([CH3:17])([CH3:18])[CH3:19])=[O:20].[c:21]1([P:22]([c:23]2[cH:24][cH:25][cH:26][cH:27][cH:28]2)[c:29]2[cH:30][cH:31][cH:32][cH:33][cH:34]2)[cH:35][cH:36][cH:37][cH:38][cH:39]1>>[CH2:2]([CH:3]([C:4]([CH3:5])([c:6]1[cH:7][cH:8][cH:9][cH:10][cH:11]1)[CH3:12])[NH:13][C:14]([O:15][C:16]([CH3:17])([CH3:18])[CH3:19])=[O:20])[N:42]1[C:41](=[O:40])[c:50]2[c:45]([cH:46][cH:47][cH:48][cH:49]2)[C:43]1=[O:44].